From a dataset of the Open Reaction Database (ORD), a public repository of structured organic reaction records. describe an organic reaction: reactants, conditions, products, and yield The reactants are CCCO, O=C(O)CCc1ccc(O)cc1, O=S(=O)(O)O. Product: CCCOC(=O)CCc1ccc(O)cc1. Reaction SMILES: [CH2:18]([CH2:19][CH3:20])[OH:21].[OH:1][c:2]1[cH:3][cH:4][c:5]([CH2:8][CH2:9][C:10](=[O:11])[OH:12])[cH:6][cH:7]1.[S:13](=[O:14])(=[O:15])([OH:16])[OH:17]>>[OH:1][c:2]1[cH:3][cH:4][c:5]([CH2:8][CH2:9][C:10](=[O:11])[O:12][CH2:18][CH2:19][CH3:20])[cH:6][cH:7]1. Reactants: IC=1N=C(C=2N=CN([C@H]3[C@H](O)[C@H](O)[C@@H](CO)O3)C2N1)N (2-iodoadenosine), O.O.[Sn](Cl)(Cl)(Cl)Cl.CO (tin chloride dihydrate methanol), [N+](=[N-])=C (diazomethane). The solvent is COCCOC (1,2-dimethoxyethane). Yields the product IC=1N=C(C=2N=CN([C@H]3[C@H](OC)[C@H](O)[C@@H](CO)O3)C2N1)N (2-iodo-2'-O-methyladenosine), IC=1N=C(C=2N=CN([C@H]3[C@H](O)[C@H](OC)[C@@H](CO)O3)C2N1)N (2-iodo-3'-O-methyladenosine). RXN SMILES: [I:1][C:2]1[N:3]=[C:4]([NH2:20])[C:5]2[N:6]=[CH:7][N:8]([C:18]=2[N:19]=1)[C@@H:9]1[O:17][C@H:14]([CH2:15][OH:16])[C@@H:12]([OH:13])[C@H:10]1[OH:11].O.O.[Sn](Cl)(Cl)(Cl)Cl.CO.[N+](=[CH2:32])=[N-]>COCCOC>[I:1][C:2]1[N:3]=[C:4]([NH2:20])[C:5]2[N:6]=[CH:7][N:8]([C:18]=2[N:19]=1)[C@@H:9]1[O:17][C@H:14]([CH2:15][OH:16])[C@@H:12]([OH:13])[C@H:10]1[O:11][CH3:32].[I:1][C:2]1[N:3]=[C:4]([NH2:20])[C:5]2[N:6]=[CH:7][N:8]([C:18]=2[N:19]=1)[C@@H:9]1[O:17][C@H:14]([CH2:15][OH:16])[C@@H:12]([O:13][CH3:32])[C@H:10]1[OH:11] |f:1.2.3.4|. Procedure: 1.2 g of 2-iodoadenosine was suspended in 150 ml of 1 mmol tin chloride dihydrate/methanol. 50 ml of 0.4-0.5M diazomethane in 1,2-dimethoxyethane was added with stirring. After stirring for one hour at room temperature, the reaction mixture was concentrated to dryness under reduced pressure. The resulting product was applied on ODS column and eluted with 40% (V/V) methanol in 0.1% (V/V) aqueous solution of TFA. First, 2-iodo-2'-O-methyladenosine (Compound 47) was eluted, and then 2-iodo-3'-O-met... Starting materials: BrC=1C=C2C(=COC(C2=CC1)=O)C(=O)OC (6-Bromo-1-oxo-1H-isochromene-4-carboxylic acid, methyl ester), N1=CC=C(C=C1)CN (pyridin-4-ylmethanamine). Solvent: CO (methanol). The product is BrC=1C=C2C(=CN(C(C2=CC1)=O)CC1=CC=NC=C1)C(=O)OC (6-Bromo-1-oxo-2-(pyridin-4-ylmethyl)-1,2-dihydroisoquinoline-4-carboxylic acid, methyl ester). Reaction SMILES: [Br:1][C:2]1[CH:3]=[C:4]2[C:9](=[CH:10][CH:11]=1)[C:8](=[O:12])O[CH:6]=[C:5]2[C:13]([O:15][CH3:16])=[O:14].[N:17]1[CH:22]=[CH:21][C:20]([CH2:23][NH2:24])=[CH:19][CH:18]=1>CO>[Br:1][C:2]1[CH:3]=[C:4]2[C:9](=[CH:10][CH:11]=1)[C:8](=[O:12])[N:24]([CH2:23][C:20]1[CH:21]=[CH:22][N:17]=[CH:18][CH:19]=1)[CH:6]=[C:5]2[C:13]([O:15][CH3:16])=[O:14]. Reported procedure: A mixture of the product of Example 37 step ii) (0.78 g) and pyridin-4-ylmethanamine (0.298 g) in methanol (5 mL) was heated at reflux for 24 hours. The reaction was concentrated to dryness and the crude product triturated with acetonitrile before being purified (SiO2, 5% methanol in dichloromethane as eluent) to give the sub-title compound (0.70 g). Starting materials: C([O-])([O-])=O.[K+].[K+] (potassium carbonate), CI (methyl iodide), BrC=1C=NC=C(C(=O)O)C1 (5-Bromonicotinic acid). The solvent is C(C)(=O)OCC (ethyl acetate), CN(C)C=O (DMF). Reaction conditions: time 3 hour. Product: BrC=1C=NC=C(C(=O)OC)C1 (methyl 5-bromonicotinate). Yield: 62.3%. As a reaction SMILES: [Br:1][C:2]1[CH:3]=[N:4][CH:5]=[C:6]([CH:10]=1)[C:7]([OH:9])=[O:8].[C:11](=O)([O-])[O-].[K+].[K+].CI>CN(C=O)C.C(OCC)(=O)C>[Br:1][C:2]1[CH:3]=[N:4][CH:5]=[C:6]([CH:10]=1)[C:7]([O:9][CH3:11])=[O:8] |f:1.2.3|. Reported procedure: 5-Bromonicotinic acid (15.0 g, 74.3 mmol) was dissolved in DMF (200 mL), and the mixture was stirred at room temperature for 3 hours after adding potassium carbonate (15.4 g, 0.111 mol) and methyl iodide (9.25 mL, 0.149 mol). The mixture was diluted with ethyl acetate, and washed with water and saturated brine. The organic layer was dried over anhydrous magnesium sulfate, and concentrated under reduced pressure to give methyl 5-bromonicotinate (10.0 g, 63%).